From a dataset of the Open Reaction Database (ORD), a public repository of structured organic reaction records. describe an organic reaction: reactants, conditions, products, and yield The reactants are COC(=O)C1=CCC2CCC1N2C(=O)OC(C)(C)C, CCO, [H][H], [Pd]. Yields the product COC(=O)C1CCC2CCC1N2C(=O)OC(C)(C)C. Reaction SMILES: [CH3:1][O:2][C:3](=[O:4])[C:5]1=[CH:11][CH2:10][CH:9]2[CH2:8][CH2:7][CH:6]1[N:12]2[C:13](=[O:14])[O:15][C:16]([CH3:17])([CH3:18])[CH3:19].[CH3:22][CH2:23][OH:24].[H:20][H:21].[Pd:25]>>[CH3:1][O:2][C:3](=[O:4])[CH:5]1[CH:6]2[CH2:7][CH2:8][CH:9]([CH2:10][CH2:11]1)[N:12]2[C:13](=[O:14])[O:15][C:16]([CH3:17])([CH3:18])[CH3:19]. Starting materials: BrC=1C=CC(=NC1OC)N(C)C ((5-bromo-6-methoxy-pyridin-2-yl)dimethyl-amine), C(CCC)[Li] (n-butyllithium), CC1OCCC1 (2-methyltetrahydrofuran), aryl lithium, aryl zinc, COC(=O)C1=CN(C2=CC(=C(C=C12)Br)Cl)S(=O)(=O)C1=CC=C(C=C1)C (5-bromo-6-chloro-1-(toluene-4-sulfonyl)-1H-indole-3-carboxylic acid methyl ester), dichloro[bis(2-(diphenylphosphino)phenyl)ether]palladium(II). The reagents and catalysts are [Cl-].[Cl-].[Zn+2] (ZnCl2). Run in C1CCOC1 (THF), CC(=O)C (acetone), C1CCOC1 (THF). Run at time 20 minute. The product is COC(=O)C1=CN(C2=CC(=C(C=C12)C=1C(=NC(=CC1)N(C)C)OC)Cl)S(=O)(=O)C1=CC=C(C=C1)C (6-chloro-5-(6-dimethylamino-2-methoxy-pyridin-3-yl)-1-(toluene-4-sulfonyl)-1H-indole-3-carboxylic acid methyl ester). Isolated yield 87.0%. Reaction SMILES: Br[C:2]1[CH:3]=[CH:4][C:5]([N:10]([CH3:12])[CH3:11])=[N:6][C:7]=1[O:8][CH3:9].C([Li])CCC.CC1CCCO1.[CH3:24][O:25][C:26]([C:28]1[C:36]2[C:31](=[CH:32][C:33]([Cl:38])=[C:34](Br)[CH:35]=2)[N:30]([S:39]([C:42]2[CH:47]=[CH:46][C:45]([CH3:48])=[CH:44][CH:43]=2)(=[O:41])=[O:40])[CH:29]=1)=[O:27]>C1COCC1.CC(C)=O.[Cl-].[Cl-].[Zn+2]>[CH3:24][O:25][C:26]([C:28]1[C:36]2[C:31](=[CH:32][C:33]([Cl:38])=[C:34]([C:2]3[C:7]([O:8][CH3:9])=[N:6][C:5]([N:10]([CH3:12])[CH3:11])=[CH:4][CH:3]=3)[CH:35]=2)[N:30]([S:39]([C:42]2[CH:47]=[CH:46][C:45]([CH3:48])=[CH:44][CH:43]=2)(=[O:41])=[O:40])[CH:29]=1)=[O:27] |f:6.7.8|. Reported procedure: To a solution of Intermediate (5-bromo-6-methoxy-pyridin-2-yl)dimethyl-amine (78.8 g, 341 mmol) in THF (400 mL) at −70° C. was added a solution of n-butyllithium (2.5 M in hexanes, 127 mL, 317 mmol) dropwise, keeping the internal temperature below −60° C. The purple solution was stirred between −65° C. and −70° C. for 20 min. A solution of ZnCl2 in 2-methyltetrahydrofuran (1.9 M, 167 mL, 317 mmol) was added dropwise to the aryl lithium solution, keeping the internal temperature below −60° C. The... The reactants are ClC1=C2C(=NC=C1)C=C(S2)C(=O)N2CC(CC2)NC(=O)C2CCC2 ((+/−)-cyclobutanecarboxylic acid {1-[7-chloro-thieno[3,2-b]pyridine-2-carbonyl]-pyrrolidin-3-yl}-amide), CC=1NC2=CC=C(C=C2C1)N (2-methyl-1H-indol-5-ylamine). Product: CC=1NC2=CC=C(C=C2C1)NC1=C2C(=NC=C1)C=C(S2)C(=O)N2CC(CC2)NC(=O)C2CCC2 ((+/−)-Cyclobutanecarboxylic acid {1-[7-(2-methyl-1H-indol-5-ylamino)-thieno[3,2-b]pyridine-2-carbonyl]-pyrrolidin-3-yl}-amide). RXN SMILES: Cl[C:2]1[CH:7]=[CH:6][N:5]=[C:4]2[CH:8]=[C:9]([C:11]([N:13]3[CH2:17][CH2:16][CH:15]([NH:18][C:19]([CH:21]4[CH2:24][CH2:23][CH2:22]4)=[O:20])[CH2:14]3)=[O:12])[S:10][C:3]=12.[CH3:25][C:26]1[NH:27][C:28]2[C:33]([CH:34]=1)=[CH:32][C:31]([NH2:35])=[CH:30][CH:29]=2>>[CH3:25][C:26]1[NH:27][C:28]2[C:33]([CH:34]=1)=[CH:32][C:31]([NH:35][C:2]1[CH:7]=[CH:6][N:5]=[C:4]3[CH:8]=[C:9]([C:11]([N:13]4[CH2:17][CH2:16][CH:15]([NH:18][C:19]([CH:21]5[CH2:24][CH2:23][CH2:22]5)=[O:20])[CH2:14]4)=[O:12])[S:10][C:3]=13)=[CH:30][CH:29]=2. Procedure details: The title compound was prepared from (+/−)-cyclobutanecarboxylic acid {1-[7-chloro-thieno[3,2-b]pyridine-2-carbonyl]-pyrrolidin-3-yl}-amide and 2-methyl-1H-indol-5-ylamine by a procedure analogous to Example 1C. MS: 474 (MH+); HPLC Rf: 4.37 min.; HPLC purity 97%. The reactants are C(C1=CC=CC=C1)OCCOC1=CC=C(C=C1)\C(=C(\CCCl)/C1=CC=CC=C1)\C1=CC=CC=C1 (Z-1-[4-(2-benzyloxyethoxy)-phenyl]-4-chloro-1,2-diphenyl-but-1-ene). The reagents and catalysts are [Pd] (Palladium on carbon). Run in C(C)(=O)OCC (ethyl acetate), C(C)O (ethanol). Yields the product ClCC/C(=C(\C1=CC=CC=C1)/C1=CC=C(OCCO)C=C1)/C1=CC=CC=C1 (Z-2-[4-(4-chloro-1,2-diphenyl-but-1-enyl)-phenoxy]-ethanol). As a reaction SMILES: C([O:8][CH2:9][CH2:10][O:11][C:12]1[CH:17]=[CH:16][C:15](/[C:18](/[C:29]2[CH:34]=[CH:33][CH:32]=[CH:31][CH:30]=2)=[C:19](\[C:23]2[CH:28]=[CH:27][CH:26]=[CH:25][CH:24]=2)/[CH2:20][CH2:21][Cl:22])=[CH:14][CH:13]=1)C1C=CC=CC=1>C(OCC)(=O)C.C(O)C.[Pd]>[Cl:22][CH2:21][CH2:20]/[C:19](/[C:23]1[CH:24]=[CH:25][CH:26]=[CH:27][CH:28]=1)=[C:18](/[C:15]1[CH:14]=[CH:13][C:12]([O:11][CH2:10][CH2:9][OH:8])=[CH:17][CH:16]=1)\[C:29]1[CH:30]=[CH:31][CH:32]=[CH:33][CH:34]=1. Procedure: Z-1-[4-(2-benzyloxyethoxy)-phenyl]-4-chloro-1,2-diphenyl-but-1-ene (36 g, 0.08 mol) was dissolved in the mixture of ethyl acetate (350 ml) and ethanol (350 ml). Palladium on carbon (5%, 0.28 g) was added and the solution was flushed with hydrogen gas until there was not any starting compound left (thin layer chromatography). Palladium on carbon was filtered off through siliceous earth and the filtrate was evaporated. The residue was crystallized from the mixture of ethanol (155 ml) and water (65...